This data is from the Open Reaction Database (ORD), a public repository of structured organic reaction records. The task is: describe an organic reaction: reactants, conditions, products, and yield Starting materials: ClCC(=O)NC1=CC(=CC=C1)C1=NC2=CC=CC=C2N=C1 (2-chloro-N-(3-quinoxalin-2-ylphenyl)acetamide), solution, CNC (dimethylamine). The solvent is ClCCl (dichloromethane), C1CCOC1 (THF), C1CCOC1 (THF). Conditions: time 48 hour. Yields the product CN(CC(=O)NC1=CC(=CC=C1)C1=NC2=CC=CC=C2N=C1)C (N2,N2-dimethyl-N1-(3-quinoxalin-2-ylphenyl)glycinamide). Isolated yield 36.0%. Reaction SMILES: Cl[CH2:2][C:3]([NH:5][C:6]1[CH:11]=[CH:10][CH:9]=[C:8]([C:12]2[CH:21]=[N:20][C:19]3[C:14](=[CH:15][CH:16]=[CH:17][CH:18]=3)[N:13]=2)[CH:7]=1)=[O:4].[CH3:22][NH:23][CH3:24]>C1COCC1.ClCCl>[CH3:22][N:23]([CH3:24])[CH2:2][C:3]([NH:5][C:6]1[CH:11]=[CH:10][CH:9]=[C:8]([C:12]2[CH:21]=[N:20][C:19]3[C:14](=[CH:15][CH:16]=[CH:17][CH:18]=3)[N:13]=2)[CH:7]=1)=[O:4]. Procedure details: To a solution of 2-chloro-N-(3-quinoxalin-2-ylphenyl)acetamide (67 mg, 0.225 mmol) in THF (3 mL), a 2 M solution of dimethylamine in THF (0.562 mL, 1.152 mmol) was added and the reaction mixture was stirred at room temperature for 48 hrs. The reaction mixture was diluted with dichloromethane (DCM, 5 mL) and solvents evaporated to afford N2,N2-dimethyl-N1-(3-quinoxalin-2-ylphenyl)glycinamide (25 mg, 36% yield). LCMS calculated for C18H18N4O (M+H): 307.37. found 307.20. 1H-NMR (MeOD, 400 Mhz) δH: ... Starting materials: Cl.C(C1=CC=CC=C1)OC(=O)NCCCCC(C(=O)OCC)N[C@H]1CSC2=C(N(C1=O)CC(=O)OCC)C=CC=C2 (Ethyl 3(R)-(5-benzyloxycarbonylamino-1-ethoxycarbonylpentyl)amino-4-oxo-2,3,4,5-tetrahydro-1,5-benzothiazepine-5-acetate hydrochloride). Solvent: O (water), C(C)O (ethanol), [OH-].[Na+] (sodium hydroxide). Conditions: time 1 hour. Product: C(C1=CC=CC=C1)OC(=O)NCCCCC(C(=O)O)N[C@H]1CSC2=C(N(C1=O)CC(=O)O)C=CC=C2 (3(R)-(5-benzyloxycarbonylamino-1-carboxypentyl)amino-4-oxo-2,3,4,5-tetrahydro-1,5-benzothiazepine-5-acetic acid). The yield is 85.8%. Reaction SMILES: Cl.[CH2:2]([O:9][C:10]([NH:12][CH2:13][CH2:14][CH2:15][CH2:16][CH:17]([NH:23][C@@H:24]1[C:30](=[O:31])[N:29]([CH2:32][C:33]([O:35]CC)=[O:34])[C:28]2[CH:38]=[CH:39][CH:40]=[CH:41][C:27]=2[S:26][CH2:25]1)[C:18]([O:20]CC)=[O:19])=[O:11])[C:3]1[CH:8]=[CH:7][CH:6]=[CH:5][CH:4]=1>C(O)C.[OH-].[Na+].O>[CH2:2]([O:9][C:10]([NH:12][CH2:13][CH2:14][CH2:15][CH2:16][CH:17]([NH:23][C@@H:24]1[C:30](=[O:31])[N:29]([CH2:32][C:33]([OH:35])=[O:34])[C:28]2[CH:38]=[CH:39][CH:40]=[CH:41][C:27]=2[S:26][CH2:25]1)[C:18]([OH:20])=[O:19])=[O:11])[C:3]1[CH:8]=[CH:7][CH:6]=[CH:5][CH:4]=1 |f:0.1,3.4|. Procedure details: Ethyl 3(R)-(5-benzyloxycarbonylamino-1-ethoxycarbonylpentyl)amino-4-oxo-2,3,4,5-tetrahydro-1,5-benzothiazepine-5-acetate hydrochloride (55 mg) obtained in Example 52-(1) is dissolved in a mixture of ethanol (3 ml) and 1N aqueous sodium hydroxide (2 ml). The solution is allowed to stand for 1 hour at room temperature, diluted with water (50 ml) and extracted with ethyl ether (20 ml). The aqueous layer is acidified to pH 4 with 1N hydrochloric acid, saturated with ammonium chloride and extracted t... Reaction SMILES: [CH2:42]([Cl:43])[Cl:44].[CH3:1][S:2][c:3]1[cH:4][cH:5][c:6]2[c:7]([cH:21]1)[CH:8]=[C:9]([C:16](=[O:17])[O:18][CH2:19][CH3:20])[CH:10]([C:12]([F:13])([F:14])[F:15])[O:11]2.[CH3:22][C:23]([CH3:24])=[O:25].[CH3:45][CH2:46][CH2:47][CH2:48][CH2:49][CH:50]([CH3:51])[CH3:52].[Na+:41].[OH:26][O:27][C:28]([c:29]1[cH:30][c:31]([Cl:32])[cH:33][cH:34][cH:35]1)=[O:36].[S:37](=[O:38])([OH:39])[O-:40]>>[CH3:1][S:2]([c:3]1[cH:4][cH:5][c:6]2[c:7]([cH:21]1)[CH:8]=[C:9]([C:16](=[O:17])[O:18][CH2:19][CH3:20])[CH:10]([C:12]([F:13])([F:14])[F:15])[O:11]2)=[O:25]. The product is CCOC(=O)C1=Cc2cc(S(C)=O)ccc2OC1C(F)(F)F. The reactants are ClCCl, CCOC(=O)C1=Cc2cc(SC)ccc2OC1C(F)(F)F, CC(C)=O, CCCCCC(C)C, [Na+], O=C(OO)c1cccc(Cl)c1, O=S([O-])O. Reactants: CN=C=O, O=C(NC1c2cc(N3CCN(C4COC4)CC3)ccc2CC1O)c1ccc(F)cc1, c1cc(N2CCCC2)ccn1, C1CCOC1. Product: CNC(=O)OC1Cc2ccc(N3CCN(C4COC4)CC3)cc2C1NC(=O)c1ccc(F)cc1. As a reaction SMILES: [CH3:42][N:43]=[C:44]=[O:45].[F:1][c:2]1[cH:3][cH:4][c:5]([C:6](=[O:7])[NH:8][CH:9]2[CH:10]([OH:28])[CH2:11][c:12]3[cH:13][cH:14][c:15]([N:18]4[CH2:19][CH2:20][N:21]([CH:24]5[CH2:25][O:26][CH2:27]5)[CH2:22][CH2:23]4)[cH:16][c:17]32)[cH:29][cH:30]1.[N:31]1([c:32]2[cH:33][cH:34][n:35][cH:36][cH:37]2)[CH2:38][CH2:39][CH2:40][CH2:41]1.[O:46]1[CH2:47][CH2:48][CH2:49][CH2:50]1>>[F:1][c:2]1[cH:3][cH:4][c:5]([C:6](=[O:7])[NH:8][CH:9]2[CH:10]([O:28][C:44]([NH:43][CH3:42])=[O:45])[CH2:11][c:12]3[cH:13][cH:14][c:15]([N:18]4[CH2:19][CH2:20][N:21]([CH:24]5[CH2:25][O:26][CH2:27]5)[CH2:22][CH2:23]4)[cH:16][c:17]32)[cH:29][cH:30]1. The reactants are CO, O=[N+]([O-])c1cnc2ccccc2c1O, [Pd]. Yields the product Nc1cnc2ccccc2c1O. As a reaction SMILES: [CH3:15][OH:16].[N+:1]([O-:2])(=[O:3])[c:4]1[cH:5][n:6][c:7]2[cH:8][cH:9][cH:10][cH:11][c:12]2[c:13]1[OH:14].[Pd:17]>>[NH2:1][c:4]1[cH:5][n:6][c:7]2[cH:8][cH:9][cH:10][cH:11][c:12]2[c:13]1[OH:14]. Starting materials: CO, NN, O, O=C1c2ccccc2C(=O)N1CCOc1ccc(Cn2cccn2)cc1. Yields the product NCCOc1ccc(Cn2cccn2)cc1. As a reaction SMILES: [CH3:30][OH:31].[NH2:28][NH2:29].[OH2:27].[n:1]1([CH2:6][c:7]2[cH:8][cH:9][c:10]([O:11][CH2:12][CH2:13][N:14]3[C:15](=[O:16])[c:17]4[cH:18][cH:19][cH:20][cH:21][c:22]4[C:23]3=[O:24])[cH:25][cH:26]2)[n:2][cH:3][cH:4][cH:5]1>>[n:1]1([CH2:6][c:7]2[cH:8][cH:9][c:10]([O:11][CH2:12][CH2:13][NH2:14])[cH:25][cH:26]2)[n:2][cH:3][cH:4][cH:5]1.